Dataset: the Open Reaction Database (ORD), a public repository of structured organic reaction records. Task: describe an organic reaction: reactants, conditions, products, and yield The reactants are F[C@@H]1[C@@H](C1)NC=C(C(=O)OCC)C(C1=C(C(=C(C(=C1C)F)F)F)F)=O (ethyl 3-[(1R,2S)-2-fluorocyclopropylamino]-2-(2,3,4,5-tetrafluoro-6-methylbenzoyl)acrylate), [H-].[Na+] (sodium hydride). Solvent: O1CCOCC1 (dioxane). Reaction conditions: time 30 minute. The product is F[C@@H]1[C@@H](C1)N1C=C(C(C2=C(C(=C(C(=C12)F)F)F)C)=O)C(=O)OCC (Ethyl 1-[(1R,2S)-2-Fluorocyclopropyl]-6,7,8-trifluoro-5-methyl-4-oxo-1,4-dihydroquinoline-3-carboxylate). Isolated yield 96.6%. RXN SMILES: [F:1][C@H:2]1[CH2:4][C@H:3]1[NH:5][CH:6]=[C:7]([C:13](=[O:25])[C:14]1[C:19]([CH3:20])=[C:18]([F:21])[C:17]([F:22])=[C:16]([F:23])[C:15]=1F)[C:8]([O:10][CH2:11][CH3:12])=[O:9].[H-].[Na+]>O1CCOCC1>[F:1][C@H:2]1[CH2:4][C@H:3]1[N:5]1[C:15]2[C:14](=[C:19]([CH3:20])[C:18]([F:21])=[C:17]([F:22])[C:16]=2[F:23])[C:13](=[O:25])[C:7]([C:8]([O:10][CH2:11][CH3:12])=[O:9])=[CH:6]1 |f:1.2|. Procedure details: In 10 ml of anhydrous dioxane was dissolved 1.15 g of ethyl 3-[(1R,2S)-2-fluorocyclopropylamino]-2-(2,3,4,5-tetrafluoro-6-methylbenzoyl)acrylate, and 190 mg of 60% sodium hydride in oil was added thereto, followed by stirring at room temperature for 30 minutes. The dioxane was concentrated to about half the volume, and the concentrate was added to 25 ml of 1N hydrochloric acid under cooling with ice. The crystals precipitated were collected by filtration, washed with diethyl ether, and dried to ... The reactants are Cl (HCl), C([O-])([O-])=O.[K+].[K+] (potassium carbonate), FC1=C(C=C(C=C1)F)B(O)O (2,5-difluorobenzeneboronic acid), ClC=1C(=NC=CN1)N1CCN(CC1)CC=1C=NN(C1C)C (3′-chloro-4-(1,5-dimethyl-1H-pyrazol-4-ylmethyl)-3,4,5,6-tetrahydro-2H-[1,2′]bipyrazinyl). The reagents and catalysts are C=1C=CC(=CC1)[P](C=2C=CC=CC2)(C=3C=CC=CC3)[Pd]([P](C=4C=CC=CC4)(C=5C=CC=CC5)C=6C=CC=CC6)([P](C=7C=CC=CC7)(C=8C=CC=CC8)C=9C=CC=CC9)[P](C=1C=CC=CC1)(C=1C=CC=CC1)C=1C=CC=CC1 (tetrakis(triphenylphosphine)palladium(0)). Run in O (water), O (water), CN(C(C)=O)C (N,N-dimethylacetamide), C(C)#N (acetonitrile). Reaction conditions: temperature 115 celsius. The product is Cl.FC1=C(C=C(C=C1)F)C=1C(=NC=CN1)N1CCN(CC1)CC=1C=NN(C1C)C (3′-(2,5-Difluoro-phenyl)-4-(1,5-dimethyl-1H-pyrazol-4-ylmethyl)-3,4,5,6-tetrahydro-2H-[1,2′]bipyrazine hydrochloride). The yield is 11.9%. Reaction SMILES: [Cl:1][C:2]1[C:3]([N:8]2[CH2:13][CH2:12][N:11]([CH2:14][C:15]3[CH:16]=[N:17][N:18]([CH3:21])[C:19]=3[CH3:20])[CH2:10][CH2:9]2)=[N:4][CH:5]=[CH:6][N:7]=1.C(=O)([O-])[O-].[K+].[K+].[F:28][C:29]1[CH:34]=[CH:33][C:32]([F:35])=[CH:31][C:30]=1B(O)O.Cl>CN(C)C(=O)C.C(#N)C.C1C=CC([P]([Pd]([P](C2C=CC=CC=2)(C2C=CC=CC=2)C2C=CC=CC=2)([P](C2C=CC=CC=2)(C2C=CC=CC=2)C2C=CC=CC=2)[P](C2C=CC=CC=2)(C2C=CC=CC=2)C2C=CC=CC=2)(C2C=CC=CC=2)C2C=CC=CC=2)=CC=1.O>[ClH:1].[F:28][C:29]1[CH:34]=[CH:33][C:32]([F:35])=[CH:31][C:30]=1[C:2]1[C:3]([N:8]2[CH2:13][CH2:12][N:11]([CH2:14][C:15]3[CH:16]=[N:17][N:18]([CH3:21])[C:19]=3[CH3:20])[CH2:10][CH2:9]2)=[N:4][CH:5]=[CH:6][N:7]=1 |f:1.2.3,10.11,^1:52,54,73,92|. Procedure: Dissolve 3′-chloro-4-(1,5-dimethyl-1H-pyrazol-4-ylmethyl)-3,4,5,6-tetrahydro-2H-[1,2′]bipyrazinyl (153 mg, 0.50 mmol) in N,N-dimethylacetamide (2 mL, nitrogen purged) under nitrogen. Add potassium carbonate (166 mg, 1.20 mmol) then 2,5-difluorobenzeneboronic acid (95 mg, 0.60 mmol) and purge with nitrogen for 10 min. Add deoxygenated water (1 mL) and tetrakis(triphenylphosphine)palladium(0) (0.003 g, 0.003 mmol) then purge with nitrogen for 10 min. Heat at 115° C. for between 24 and 42 hr. Cool ...